From a dataset of the Open Reaction Database (ORD), a public repository of structured organic reaction records. describe an organic reaction: reactants, conditions, products, and yield Reactants: C1=C([C@H]([C@@H]([C@H]([C@H]1N)O)O)O)CO.C1[C@@H]2[C@H]([C@@H]([C@H]([C@H](O1)O2)O)O)O (valienamine 1,6-anhydroglucose), C1=C([C@H]([C@@H]([C@H]([C@H]1N)O)O)O)CO.C1[C@@H]2[C@H]([C@@H]([C@H]([C@H](O1)O2)O)O)O (valienamine 1,6-anhydroglucose). Solvent: Cl (HCl). The product is 2-deoxy-2-[ID-(1N,2,4/3)-(5-C-hydroxymethyl-2,3,4-trihydroxy-5-cyclohexen-1-yl)amino]-D-glucopyranose hydrochloride, C1=C([C@H]([C@@H]([C@H]([C@H]1N)O)O)O)CO.O=C[C@H](O)[C@@H](O)[C@H](O)[C@H](O)CO (Valienamine glucose). Reaction SMILES: [CH:1]1[C@H:6]([NH2:7])[C@H:5]([OH:8])[C@@H:4]([OH:9])[C@H:3]([OH:10])[C:2]=1[CH2:11][OH:12].[CH2:13]1[O:19][C@@H:18]2[O:20][C@H:14]1[C@@H:15]([OH:23])[C@H:16]([OH:22])[C@H:17]2[OH:21]>Cl>[CH:1]1[C@H:6]([NH2:7])[C@H:5]([OH:8])[C@@H:4]([OH:9])[C@H:3]([OH:10])[C:2]=1[CH2:11][OH:12].[O:19]=[CH:13][C@@H:14]([C@H:15]([C@@H:16]([C@@H:17]([CH2:18][OH:8])[OH:21])[OH:22])[OH:23])[OH:20] |f:0.1,3.4|. Reported procedure: 1,6-anhydro-2-deoxy-2-[1D-(1N,2,4/3)-5-C-hydroxymethyl-2,3,4-trihydroxy-5-cyclohexen-1-yl)amino]-β-D-glucopyranose (compound 5) (152.5 mg, 0.47 mmol) was heated at 100° C. in 2N HCl solution for 4 days. Solvent was removed by co-evaporation with water and the residue was purified by chromatography on an latrobeads column (Iatron Laboratories, Japan) using chloroform:methanol:water, (65:38:3) as eluent to provide 2-deoxy-2-[ID-(1N,2,4/3)-(5-C-hydroxymethyl-2,3,4-trihydroxy-5-cyclohexen-1-yl)amino...